Dataset: the Open Reaction Database (ORD), a public repository of structured organic reaction records. Task: describe an organic reaction: reactants, conditions, products, and yield Starting materials: BrC1=NC=CC=C1OCCF (2-bromo-3-(2-fluoroethoxy)pyridine), C(CCC)[Li].CCCCCC (butyllithium hexane), CON(C(=O)C1CCN(CC1)C(=O)OC(C)(C)C)C (tert-butyl 4-(methoxy(methyl)carbamoyl)piperidine-1-carboxylate). Solvent: C1CCOC1 (THF), C1CCOC1 (THF). Run at temperature -78 celsius, time 1 hour. Yields the product FCCOC=1C(=NC=CC1)C(=O)C1CCN(CC1)C(=O)OC(C)(C)C (tert-butyl 4-(3-(2-fluoroethoxy)picolinoyl)piperidine-1-carboxylate). Isolated yield 40.0%. RXN SMILES: Br[C:2]1[C:7]([O:8][CH2:9][CH2:10][F:11])=[CH:6][CH:5]=[CH:4][N:3]=1.C([Li])CCC.CCCCCC.CON(C)[C:26]([CH:28]1[CH2:33][CH2:32][N:31]([C:34]([O:36][C:37]([CH3:40])([CH3:39])[CH3:38])=[O:35])[CH2:30][CH2:29]1)=[O:27]>C1COCC1>[F:11][CH2:10][CH2:9][O:8][C:7]1[C:2]([C:26]([CH:28]2[CH2:33][CH2:32][N:31]([C:34]([O:36][C:37]([CH3:40])([CH3:39])[CH3:38])=[O:35])[CH2:30][CH2:29]2)=[O:27])=[N:3][CH:4]=[CH:5][CH:6]=1 |f:1.2|. Procedure: To a solution of 28 (7.3 mmol) in THF was added 1.6 N butyllithium/hexane solution (7 ml) at −78° C. under N2 atmosphere. The solution was stirred at −78° C. for 1 hour and a solution of tert-butyl 4-(methoxy(methyl)carbamoyl)piperidine-1-carboxylate (1 g, 3.6 mmol) in THF was added. The solution was maintained at −78° C. for 4 hour, and then quenched with sat. aqueous NH4Cl and allowed to warm to rt with stirring. The organic layer was separated and then the aqueous layer was extracted with eth... Reactants: COC([C@@H](NC(C)=O)CSC)=O (S-methyl-N-acetyl-L-cysteine methylester), CNN (methylhydrazine). Solvent: C(C)O (ethyl alcohol). Conditions: time 3 hour. The product is CN(N)C([C@@H](NC(C)=O)CSC)=O (N-methyl-N-(S-methyl-N-acetylcysteinyl)-hydrazine). Isolated yield 51.0%. Reaction SMILES: C[O:2][C:3](=O)[C@H:4]([CH2:9][S:10][CH3:11])[NH:5][C:6](=[O:8])[CH3:7].[CH3:13][NH:14][NH2:15]>C(O)C>[CH3:13][N:14]([C:3](=[O:2])[C@H:4]([CH2:9][S:10][CH3:11])[NH:5][C:6](=[O:8])[CH3:7])[NH2:15]. Procedure: In 20 ml of ethyl alcohol was dissolved 1.91 g (10 mmole) of S-methyl-N-acetyl-L-cysteine methylester and 5.4 ml (100 mmole) of methylhydrazine was added. The mixture was stirred for 3 hours at boiling temperature and then allowed to stand for 1 day at room temperature. After the precipitate was removed, the ethyl alcohol and the excess methylhydrazine were distilled off in vacuo to leave crystals. Thus, 1.05 g (5.1 mmole) of N-methyl-N-(S-methyl-N-acetylcysteinyl)-hydrazine was obtained in 51% ... Reactants: CCNC(=O)Oc1cn2ncnc(Oc3ccc(NC(=O)NC(=O)Cc4ccc(F)cc4)cc3F)c2c1C, C1CCOC1, CCN(C(C)C)C(C)C, Nc1ccc(Oc2ncnn3cc(-c4ccnc(N5CCOCC5)c4)cc23)c(F)c1. Yields the product O=C(Cc1ccc(F)cc1)NC(=O)Nc1ccc(Oc2ncnn3cc(-c4ccnc(N5CCOCC5)c4)cc23)c(F)c1. RXN SMILES: [CH2:40]([NH:41][C:42](=[O:43])[O:44][c:45]1[c:46]([CH3:47])[c:48]2[n:49]([cH:50]1)[n:51][cH:52][n:53][c:54]2[O:55][c:56]1[cH:57][cH:58][c:59]([NH:60][C:62](=[O:63])[NH:64][C:65]([CH2:66][c:67]2[cH:68][cH:69][c:70]([F:73])[cH:71][cH:72]2)=[O:74])[cH:61][c:75]1[F:76])[CH3:77].[CH2:78]1[O:79][CH2:80][CH2:81][CH2:82]1.[CH:31]([N:32]([CH2:33][CH3:34])[CH:35]([CH3:36])[CH3:37])([CH3:38])[CH3:39].[F:1][c:2]1[cH:3][c:4]([NH2:30])[cH:5][cH:6][c:7]1[O:8][c:9]1[n:10][cH:11][n:12][n:13]2[c:14]1[cH:15][c:16](-[c:18]1[cH:19][c:20]([N:24]3[CH2:25][CH2:26][O:27][CH2:28][CH2:29]3)[n:21][cH:22][cH:23]1)[cH:17]2>>[F:1][c:2]1[cH:3][c:4]([NH:30][C:62](=[O:63])[NH:64][C:65]([CH2:66][c:67]2[cH:68][cH:69][c:70]([F:73])[cH:71][cH:72]2)=[O:74])[cH:5][cH:6][c:7]1[O:8][c:9]1[n:10][cH:11][n:12][n:13]2[c:14]1[cH:15][c:16](-[c:18]1[cH:19][c:20]([N:24]3[CH2:25][CH2:26][O:27][CH2:28][CH2:29]3)[n:21][cH:22][cH:23]1)[cH:17]2. Starting materials: CCOC(C(=O)NCc1ccc(C#N)cc1O)N1Cc2c(C)cccc2C1=O, O=C([O-])[O-], CC#N, [Cs+], [Cs+], NC(=O)CI. Product: CCOC(C(=O)NCc1ccc(C#N)cc1OCC(N)=O)N1Cc2c(C)cccc2C1=O. As a reaction SMILES: [C:1](#[N:2])[c:3]1[cH:4][c:5]([OH:28])[c:6]([CH2:7][NH:8][C:9]([CH:10]([N:11]2[C:12](=[O:21])[c:13]3[cH:14][cH:15][cH:16][c:17]([CH3:20])[c:18]3[CH2:19]2)[O:22][CH2:23][CH3:24])=[O:25])[cH:26][cH:27]1.[C:34](=[O:35])([O-:36])[O-:37].[CH3:40][C:41]#[N:42].[Cs+:38].[Cs+:39].[I:29][CH2:30][C:31](=[O:32])[NH2:33]>>[C:1](#[N:2])[c:3]1[cH:4][c:5]([O:28][CH2:30][C:31](=[O:32])[NH2:33])[c:6]([CH2:7][NH:8][C:9]([CH:10]([N:11]2[C:12](=[O:21])[c:13]3[cH:14][cH:15][cH:16][c:17]([CH3:20])[c:18]3[CH2:19]2)[O:22][CH2:23][CH3:24])=[O:25])[cH:26][cH:27]1. Starting materials: CO, CC(=O)Nc1ccc(-c2ccnc(Cl)n2)cc1, Nc1ccc(N2CCOCC2)cc1, CN(C)C=O. The product is CC(=O)Nc1ccc(-c2ccnc(Nc3ccc(N4CCOCC4)cc3)n2)cc1. As a reaction SMILES: [CH3:36][OH:37].[Cl:1][c:2]1[n:3][cH:4][cH:5][c:6](-[c:8]2[cH:9][cH:10][c:11]([NH:14][C:15]([CH3:16])=[O:17])[cH:12][cH:13]2)[n:7]1.[O:18]1[CH2:19][CH2:20][N:21]([c:24]2[cH:25][cH:26][c:27]([NH2:28])[cH:29][cH:30]2)[CH2:22][CH2:23]1.[O:31]=[CH:32][N:33]([CH3:34])[CH3:35]>>[c:2]1([NH:28][c:27]2[cH:26][cH:25][c:24]([N:21]3[CH2:20][CH2:19][O:18][CH2:23][CH2:22]3)[cH:30][cH:29]2)[n:3][cH:4][cH:5][c:6](-[c:8]2[cH:9][cH:10][c:11]([NH:14][C:15]([CH3:16])=[O:17])[cH:12][cH:13]2)[n:7]1. Reactants: ClC=1C=C2C(NC=NC2=C(C1)I)=O (6-chloro-8-iodo-3H-quinazolin-4-one), S(=O)(Cl)Cl (thionyl chloride). The solvent is CN(C)C=O (DMF). Procedure details: To around bottom flask was added 6-chloro-8-iodo-3H-quinazolin-4-one (1000 mg, 3.3 mmol); and thionyl chloride (50 mL). DMF (0.1 mL) was then added, and the reaction was stirred at reflux for 2 h. The reaction was cooled to room temperature, then concentrated via rotovap. The product was then azeotroped 2× with DCM, then dried under vacuum yielding 4,6-dichloro-8-iodo-quinazoline, carried immediately to the next step. 1H NMR (400 MHz, DMSO) δ 9.24-9.20 (s, 1H), 8.77-8.73 (d, J=2.2 Hz, 1H), 8.36-... RXN SMILES: [Cl:1][C:2]1[CH:3]=[C:4]2[C:9](=[C:10]([I:12])[CH:11]=1)[N:8]=[CH:7][NH:6][C:5]2=O.S(Cl)([Cl:16])=O>CN(C=O)C>[Cl:16][C:5]1[C:4]2[C:9](=[C:10]([I:12])[CH:11]=[C:2]([Cl:1])[CH:3]=2)[N:8]=[CH:7][N:6]=1. Product: ClC1=NC=NC2=C(C=C(C=C12)Cl)I (4,6-dichloro-8-iodo-quinazoline).